describe an organic reaction: reactants, conditions, products, and yield From a dataset of the Open Reaction Database (ORD), a public repository of structured organic reaction records. The reactants are FC1=C(C=C(C=O)C=C1)O (4-fluoro-3-hydroxybenzaldehyde), C(C1=CC=CC=C1)Cl (benzyl chloride), C([O-])([O-])=O.[K+].[K+] (potassium carbonate). Reagents/catalysts: [I-].[Na+] (sodium iodide). The solvent is C(C)OCC (ethyl ether), CC(C)O (2-propanol). Product: C(C1=CC=CC=C1)OC=1C=C(C=O)C=CC1F (3-benzyloxy-4-fluorobenzaldehyde). The yield is 86.8%. RXN SMILES: [F:1][C:2]1[CH:9]=[CH:8][C:5]([CH:6]=[O:7])=[CH:4][C:3]=1[OH:10].[CH2:11](Cl)[C:12]1[CH:17]=[CH:16][CH:15]=[CH:14][CH:13]=1.C(=O)([O-])[O-].[K+].[K+]>CC(O)C.C(OCC)C.[I-].[Na+]>[CH2:11]([O:10][C:3]1[CH:4]=[C:5]([CH:8]=[CH:9][C:2]=1[F:1])[CH:6]=[O:7])[C:12]1[CH:17]=[CH:16][CH:15]=[CH:14][CH:13]=1 |f:2.3.4,7.8|. Procedure: 54 mg of 4-fluoro-3-hydroxybenzaldehyde was dissolved in 2 ml of 2-propanol, and 73 mg of benzyl chloride, 80 mg of potassium carbonate and 5 mg of sodium iodide were added to the solution. The mixture was heated under reflux for 7 hours with stirring. The reaction mixture was diluted with ethyl ether, and the inorganic salts were removed by filtration. The filtrate was evaporated under reduced pressure, and purified by silica gel column chromatography (Wakogel C-200, 5 g; eluting solvent: hexan... Reactants: O=C(O)c1ccc(C2CC2)c(OCC2CC2)n1, CC(C)(O)C(N)CC1CC1. Product: CC(C)(O)C(CC1CC1)NC(=O)c1ccc(C2CC2)c(OCC2CC2)n1. Reaction SMILES: [CH:1]1([c:4]2[cH:5][cH:6][c:7]([C:15](=[O:16])[OH:17])[n:8][c:9]2[O:10][CH2:11][CH:12]2[CH2:13][CH2:14]2)[CH2:2][CH2:3]1.[NH2:18][CH:19]([C:20]([CH3:21])([OH:22])[CH3:23])[CH2:24][CH:25]1[CH2:26][CH2:27]1>>[CH:1]1([c:4]2[cH:5][cH:6][c:7]([C:15](=[O:17])[NH:18][CH:19]([C:20]([CH3:21])([OH:22])[CH3:23])[CH2:24][CH:25]3[CH2:26][CH2:27]3)[n:8][c:9]2[O:10][CH2:11][CH:12]2[CH2:13][CH2:14]2)[CH2:2][CH2:3]1. Starting materials: CCCCS(=O)(=O)Cl, CO, CCCc1nc2c(C)c(N)cnc2n1Cc1ccc(-c2ccccc2S(N)(=O)=O)cc1, c1ccncc1. Yields the product CCCCS(=O)(=O)Nc1cnc2c(nc(CCC)n2Cc2ccc(-c3ccccc3S(N)(=O)=O)cc2)c1C. Reaction SMILES: [CH2:32]([CH2:33][CH2:34][CH3:35])[S:36](=[O:37])(=[O:38])[Cl:39].[CH3:40][OH:41].[NH2:1][c:2]1[c:3]([CH3:31])[c:4]2[c:5]([n:6][cH:7]1)[n:8]([CH2:14][c:15]1[cH:16][cH:17][c:18](-[c:21]3[c:22]([S:27](=[O:28])(=[O:29])[NH2:30])[cH:23][cH:24][cH:25][cH:26]3)[cH:19][cH:20]1)[c:9]([CH2:11][CH2:12][CH3:13])[n:10]2.[cH:42]1[cH:43][cH:44][n:45][cH:46][cH:47]1>>[NH:1]([c:2]1[c:3]([CH3:31])[c:4]2[c:5]([n:6][cH:7]1)[n:8]([CH2:14][c:15]1[cH:16][cH:17][c:18](-[c:21]3[c:22]([S:27](=[O:28])(=[O:29])[NH2:30])[cH:23][cH:24][cH:25][cH:26]3)[cH:19][cH:20]1)[c:9]([CH2:11][CH2:12][CH3:13])[n:10]2)[S:36]([CH2:32][CH2:33][CH2:34][CH3:35])(=[O:37])=[O:38]. Reactants: ClC1=NN2C(C(=N1)N(CC1=CC=C(C=C1)OC)C1CC1)=NC=C2C#N (2-chloro-4-(cyclopropyl(4-methoxybenzyl)amino)imidazo[2,1-f][1,2,4]triazine-7-carbonitrile), NC=1C(=C(C=C(C1)C#N)N1C(CN(CC1)C(=O)OC(C)(C)C)=O)Cl (tert-butyl 4-(3-amino-2-chloro-5-cyanophenyl)-3-oxopiperazine-1-carboxylate), CC1(C2=C(C(=CC=C2)P(C3=CC=CC=C3)C4=CC=CC=C4)OC5=C(C=CC=C51)P(C6=CC=CC=C6)C7=CC=CC=C7)C (XANTPHOS), C([O-])([O-])=O.[Cs+].[Cs+] (cesium carbonate). The reagents and catalysts are C(C)(=O)[O-].[Pd+2].C(C)(=O)[O-] (palladium(II) acetate), C1=CC=C(C=C1)P([C-]2C=CC=C2)C3=CC=CC=C3.C1=CC=C(C=C1)P([C-]2C=CC=C2)C3=CC=CC=C3.[Fe+2] (DPPF). The solvent is O1CCOCC1 (Dioxane). Reaction conditions: temperature 80 celsius. The product is ClC1=C(C=C(C=C1NC1=NN2C(C(=N1)N(CC1=CC=C(C=C1)OC)C1CC1)=NC=C2C#N)C#N)N2C(CN(CC2)C(=O)OC(C)(C)C)=O (tert-butyl 4-(2-chloro-5-cyano-3-((7-cyano-4-(cyclopropyl(4-methoxybenzyl)amino)imidazo[2,1-f][1,2,4]triazin-2-yl)amino)phenyl)-3-oxopiperazine-1-carboxylate). Isolated yield 74.3%. Reaction SMILES: Cl[C:2]1[N:7]=[C:6]([N:8]([CH:18]2[CH2:20][CH2:19]2)[CH2:9][C:10]2[CH:15]=[CH:14][C:13]([O:16][CH3:17])=[CH:12][CH:11]=2)[C:5]2=[N:21][CH:22]=[C:23]([C:24]#[N:25])[N:4]2[N:3]=1.[NH2:26][C:27]1[C:28]([Cl:49])=[C:29]([N:35]2[CH2:40][CH2:39][N:38]([C:41]([O:43][C:44]([CH3:47])([CH3:46])[CH3:45])=[O:42])[CH2:37][C:36]2=[O:48])[CH:30]=[C:31]([C:33]#[N:34])[CH:32]=1.CC1(C)C2C(=C(P(C3C=CC=CC=3)C3C=CC=CC=3)C=CC=2)OC2C(P(C3C=CC=CC=3)C3C=CC=CC=3)=CC=CC1=2.C(=O)([O-])[O-].[Cs+].[Cs+]>O1CCOCC1.C([O-])(=O)C.[Pd+2].C([O-])(=O)C.C1C=CC(P(C2C=CC=CC=2)[C-]2C=CC=C2)=CC=1.C1C=CC(P(C2C=CC=CC=2)[C-]2C=CC=C2)=CC=1.[Fe+2]>[Cl:49][C:28]1[C:27]([NH:26][C:2]2[N:7]=[C:6]([N:8]([CH:18]3[CH2:19][CH2:20]3)[CH2:9][C:10]3[CH:15]=[CH:14][C:13]([O:16][CH3:17])=[CH:12][CH:11]=3)[C:5]3=[N:21][CH:22]=[C:23]([C:24]#[N:25])[N:4]3[N:3]=2)=[CH:32][C:31]([C:33]#[N:34])=[CH:30][C:29]=1[N:35]1[CH2:40][CH2:39][N:38]([C:41]([O:43][C:44]([CH3:46])([CH3:45])[CH3:47])=[O:42])[CH2:37][C:36]1=[O:48] |f:3.4.5,7.8.9,10.11.12|. Procedure details: A mixture of 2-chloro-4-(cyclopropyl(4-methoxybenzyl)amino)imidazo[2,1-f][1,2,4]triazine-7-carbonitrile (72.8 mg, 0.205 mmol), tert-butyl 4-(3-amino-2-chloro-5-cyanophenyl)-3-oxopiperazine-1-carboxylate (60 mg, 0.171 mmol), palladium(II) acetate (12 mg, 0.053 mmol), XANTPHOS (12 mg, 0.021 mmol), DPPF (12 mg, 0.022 mmol) and cesium carbonate (145 mg, 0.445 mmol) in Dioxane (2 mL) was evacuated and back filled with nitrogen three time and was heated at 80° C. for 3 h. LC-MS showed reaction was com... Starting materials: ice water, IC=1C=CC=C2C(N(C(NC12)=S)C)=O (8-iodo-3-methyl-2-thioxo-2,3-dihydroquinazolin-4(1H)-one), C(=O)([O-])[O-].[K+].[K+] (K2CO3), CI (MeI). Solvent: C1CCOC1 (THF). Conditions: time 10 minute. The product is IC=1C=CC=C2C(N(C(=NC12)SC)C)=O (8-iodo-3-methyl-2-(methylthio)quinazolin-4(3H)-one). Isolated yield 97.2%. RXN SMILES: [I:1][C:2]1[CH:3]=[CH:4][CH:5]=[C:6]2[C:11]=1[NH:10][C:9](=[S:12])[N:8]([CH3:13])[C:7]2=[O:14].[C:15]([O-])([O-])=O.[K+].[K+].CI>C1COCC1>[I:1][C:2]1[CH:3]=[CH:4][CH:5]=[C:6]2[C:11]=1[N:10]=[C:9]([S:12][CH3:15])[N:8]([CH3:13])[C:7]2=[O:14] |f:1.2.3|. Procedure details: At RT, to a mixture of 8-iodo-3-methyl-2-thioxo-2,3-dihydroquinazolin-4(1H)-one (11.2 g g, 35.3 mmol) and K2CO3 (9.76 g, 70.6 mmol) in THF (100 mL) was added MeI (6.58 mL, 106 mmol). The reaction was heated to reflux for 6 h, and then cooled to RT. The mixture was poured into ice/water (300 mL) and stirred for 10 min. The suspension was filtered and the solid was washed with cold water (20 mL) followed by cold ether (20 mL). The solid was dried to give 8-iodo-3-methyl-2-(methylthio)quinazolin-4(... The product is CCOC(=O)CC1CCN(C(=O)OC(C)(C)C)CC1. The reactants are CCOC(=O)C=C1CCN(C(=O)OC(C)(C)C)CC1, CO, [H][H]. Reaction SMILES: [C:1]([CH3:2])([CH3:3])([CH3:4])[O:5][C:6](=[O:7])[N:8]1[CH2:9][CH2:10][C:11](=[CH:14][C:15](=[O:16])[O:17][CH2:18][CH3:19])[CH2:12][CH2:13]1.[CH3:22][OH:23].[H:20][H:21]>>[C:1]([CH3:2])([CH3:3])([CH3:4])[O:5][C:6](=[O:7])[N:8]1[CH2:9][CH2:10][CH:11]([CH2:14][C:15](=[O:16])[O:17][CH2:18][CH3:19])[CH2:12][CH2:13]1.